Task: describe an organic reaction: reactants, conditions, products, and yield. Dataset: the Open Reaction Database (ORD), a public repository of structured organic reaction records The reactants are Cc1cc(Nc2cc3ccccc3c(Cl)n2)n[nH]1, N#Cc1ccc(N)cc1. Yields the product Cc1cc(Nc2cc3ccccc3c(Nc3ccc(C#N)cc3)n2)n[nH]1. As a reaction SMILES: [Cl:1][c:2]1[n:3][c:4]([NH:12][c:13]2[n:14][nH:15][c:16]([CH3:18])[cH:17]2)[cH:5][c:6]2[cH:7][cH:8][cH:9][cH:10][c:11]12.[NH2:19][c:20]1[cH:21][cH:22][c:23]([C:24]#[N:25])[cH:26][cH:27]1>>[c:2]1([NH:19][c:20]2[cH:21][cH:22][c:23]([C:24]#[N:25])[cH:26][cH:27]2)[n:3][c:4]([NH:12][c:13]2[n:14][nH:15][c:16]([CH3:18])[cH:17]2)[cH:5][c:6]2[cH:7][cH:8][cH:9][cH:10][c:11]12. Starting materials: [OH-].[Li+] (lithium hydroxide), NN=CC1=CC=C(C=C1)NC(CCC(=O)NCC(C(=O)OCC)C1=C(C(=C(C(=C1F)F)F)F)F)=O (Ethyl β[[4-[[4-(aminoiminomethyl)phenyl]amino]-1,4-dioxobutyl]amino]-(pentafluoro-phenyl)propanoate), C(=O)(C(F)(F)F)O (TFA). The solvent is O.C(C)#N (water acetonitrile). Run at time 30 minute. Yields the product NN=CC1=CC=C(C=C1)NC(CCC(=O)NCC(C(=O)O)C1=C(C(=C(C(=C1F)F)F)F)F)=O (β[[4-[[4-(aminoiminomethyl)phenyl]amino]-1,4-dioxobutyl]amino]-(pentafluorophenyl)propanoic acid). Isolated yield 109.5%. RXN SMILES: [NH2:1][N:2]=[CH:3][C:4]1[CH:9]=[CH:8][C:7]([NH:10][C:11](=[O:35])[CH2:12][CH2:13][C:14]([NH:16][CH2:17][CH:18]([C:24]2[C:29]([F:30])=[C:28]([F:31])[C:27]([F:32])=[C:26]([F:33])[C:25]=2[F:34])[C:19]([O:21]CC)=[O:20])=[O:15])=[CH:6][CH:5]=1.[OH-].[Li+].C(O)(C(F)(F)F)=O>O.C(#N)C>[NH2:1][N:2]=[CH:3][C:4]1[CH:5]=[CH:6][C:7]([NH:10][C:11](=[O:35])[CH2:12][CH2:13][C:14]([NH:16][CH2:17][CH:18]([C:24]2[C:25]([F:34])=[C:26]([F:33])[C:27]([F:32])=[C:28]([F:31])[C:29]=2[F:30])[C:19]([OH:21])=[O:20])=[O:15])=[CH:8][CH:9]=1 |f:1.2,4.5|. Procedure details: Ethyl β[[4-[[4-(aminoiminomethyl)phenyl]-amino]-1,4-dioxobutyl]amino]-(pentafluorophenyl)propanoate prepared in Example 59 (600 mg) was added to water/acetonitrile (20 ml) followed by lithium hydroxide (100 mg) at 25° C. The mixture was stirred for 30 min. The course of the reaction was monitored by RPHPLC. After satisfactory acid was formed the reaction was neutralized with TFA and purified by reverse phase chromatography (water/acetonitrile) to result in 620 mg of a white solid: 1H NMR (d6 -DM... Reactants: [H][H] (hydrogen), Cl (HCl), C(C1=CC=CC=C1)OC[C@@H](CN1CCC2=CC(=CC=C12)F)NC([C@H](CC(C)(C)C)NC=1OC2=C(N1)C=CC=C2)=O (2-(S)-(Benzooxazol-2-ylamino)-4,4-dimethyl-pentanoic acid (R)-[1-benzyloxymethyl-2-(5-fluoro-2,3-dihydro-indol-1-yl)-ethyl]-amide). The reagents and catalysts are [Pd] (Pd/C). Run in O1CCOCC1 (dioxane), CO (MeOH). Reaction conditions: time 2 hour. Product: FC=1C=C2CCN(C2=CC1)C[C@H](CO)NC([C@H](CC(C)(C)C)NC=1OC2=C(N1)C=CC=C2)=O (2-(S)-(Benzooxazol-2-ylamino)-4,4-dimethyl-pentanoic acid [2-(5-fluoro-2,3-dihydro-indol-1-yl)-1-(R)-hydroxymethyl-ethyl]-amide). Isolated yield 58.5%. Reaction SMILES: C([O:8][CH2:9][C@H:10]([NH:22][C:23](=[O:40])[C@@H:24]([NH:30][C:31]1[O:32][C:33]2[CH:39]=[CH:38][CH:37]=[CH:36][C:34]=2[N:35]=1)[CH2:25][C:26]([CH3:29])([CH3:28])[CH3:27])[CH2:11][N:12]1[C:20]2[C:15](=[CH:16][C:17]([F:21])=[CH:18][CH:19]=2)[CH2:14][CH2:13]1)C1C=CC=CC=1.Cl.[H][H]>CO.O1CCOCC1.[Pd]>[F:21][C:17]1[CH:16]=[C:15]2[C:20](=[CH:19][CH:18]=1)[N:12]([CH2:11][C@@H:10]([NH:22][C:23](=[O:40])[C@@H:24]([NH:30][C:31]1[O:32][C:33]3[CH:39]=[CH:38][CH:37]=[CH:36][C:34]=3[N:35]=1)[CH2:25][C:26]([CH3:29])([CH3:28])[CH3:27])[CH2:9][OH:8])[CH2:13][CH2:14]2. Procedure: The title compound of example 6 (34 mg, 70 μmol) was dissolved in MeOH (3 mL) and treated with 4 M HCl in dioxane (0.5 mL). The reaction was then treated with 10% Pd/C (7 mg) and the atmosphere was exchanged for hydrogen by sparging the solution with a needle and a balloon. After 2 h under a hydrogen balloon, the atmosphere was exchanged back to nitrogen and the catalyst was removed by filtration through celite. The solvent was removed and the residue was purified by preperative reverse phase HP... The reactants are CCOCCOc1ccc(-c2cc(CO)ccc2OC(C)C)cc1, C1CCOC1. The product is CCOCCOc1ccc(-c2cc(C=O)ccc2OC(C)C)cc1. As a reaction SMILES: [CH2:1]([CH3:2])[O:3][CH2:4][CH2:5][O:6][c:7]1[cH:8][cH:9][c:10](-[c:13]2[cH:14][c:15]([CH2:23][OH:24])[cH:16][cH:17][c:18]2[O:19][CH:20]([CH3:21])[CH3:22])[cH:11][cH:12]1.[O:25]1[CH2:26][CH2:27][CH2:28][CH2:29]1>>[CH2:1]([CH3:2])[O:3][CH2:4][CH2:5][O:6][c:7]1[cH:8][cH:9][c:10](-[c:13]2[cH:14][c:15]([CH:23]=[O:24])[cH:16][cH:17][c:18]2[O:19][CH:20]([CH3:21])[CH3:22])[cH:11][cH:12]1. Starting materials: BrC1=CN=C(C=2N1C=C(N2)COC2=NC1=CC=CC=C1C=C2)N2CCOCC2 (4-(5-Bromo-2-((quinolin-2-yloxy)methyl)imidazo[1,2-a]pyrazin-8-yl)morpholine), ClC1=NC=C(C=C1)B(O)O (2-chloro-5-pyridineboronic acid). Yields the product ClC1=CC=C(C=N1)C1=CN=C(C=2N1C=C(N2)COC2=NC1=CC=CC=C1C=C2)N2CCOCC2 (4-(5-(6-Chloropyridin-3-yl)-2-((quinolin-2-yloxy)methyl)imidazo[1,2-a]pyrazin-8-yl)morpholine). Reaction SMILES: Br[C:2]1[N:7]2[CH:8]=[C:9]([CH2:11][O:12][C:13]3[CH:22]=[CH:21][C:20]4[C:15](=[CH:16][CH:17]=[CH:18][CH:19]=4)[N:14]=3)[N:10]=[C:6]2[C:5]([N:23]2[CH2:28][CH2:27][O:26][CH2:25][CH2:24]2)=[N:4][CH:3]=1.[Cl:29][C:30]1[CH:35]=[CH:34][C:33](B(O)O)=[CH:32][N:31]=1>>[Cl:29][C:30]1[N:31]=[CH:32][C:33]([C:2]2[N:7]3[CH:8]=[C:9]([CH2:11][O:12][C:13]4[CH:22]=[CH:21][C:20]5[C:15](=[CH:16][CH:17]=[CH:18][CH:19]=5)[N:14]=4)[N:10]=[C:6]3[C:5]([N:23]3[CH2:28][CH2:27][O:26][CH2:25][CH2:24]3)=[N:4][CH:3]=2)=[CH:34][CH:35]=1. Procedure: Compound 49a was prepared from compound 15a and 2-chloro-5-pyridineboronic acid using the methods described in Example 1, Step G. Mass Spectrum (LCMS, ESI pos.) Calcd. For C25H21ClN6O2: 473.1 [M+H]. found 473.2 The reactants are COC(=O)c1cc(-c2ccccc2OC(F)(F)F)n(CC2CCCO2)c1C, CCOCC, [Na+], C1COCCO1, [OH-], O. Product: Cc1c(C(=O)O)cc(-c2ccccc2OC(F)(F)F)n1CC1CCCO1. Reaction SMILES: [CH3:1][O:2][C:3](=[O:4])[c:5]1[c:6]([CH3:27])[n:7]([CH2:21][CH:22]2[O:23][CH2:24][CH2:25][CH2:26]2)[c:8](-[c:10]2[c:11]([O:16][C:17]([F:18])([F:19])[F:20])[cH:12][cH:13][cH:14][cH:15]2)[cH:9]1.[CH3:37][CH2:38][O:39][CH2:40][CH3:41].[Na+:29].[O:30]1[CH2:31][CH2:32][O:33][CH2:34][CH2:35]1.[OH-:28].[OH2:36]>>[O:2]=[C:3]([OH:4])[c:5]1[c:6]([CH3:27])[n:7]([CH2:21][CH:22]2[O:23][CH2:24][CH2:25][CH2:26]2)[c:8](-[c:10]2[c:11]([O:16][C:17]([F:18])([F:19])[F:20])[cH:12][cH:13][cH:14][cH:15]2)[cH:9]1.